Task: describe an organic reaction: reactants, conditions, products, and yield. Dataset: the Open Reaction Database (ORD), a public repository of structured organic reaction records The reactants are dimethyl acetal, ClC(C=O)COC (2-chloro-3-methoxypropionaldehyde), C(CCCC)N (Pentylamine). The solvent is C1(=CC=CC=C1)C (toluene). Run at time 15 minute. The product is dimethyl acetal, C(CCCC)NC(C=O)COC (2-pentylamino-3-methoxypropionaldehyde). RXN SMILES: Cl[CH:2]([CH2:5][O:6][CH3:7])[CH:3]=[O:4].[CH2:8]([NH2:13])[CH2:9][CH2:10][CH2:11][CH3:12]>C1(C)C=CC=CC=1>[CH2:8]([NH:13][CH:2]([CH2:5][O:6][CH3:7])[CH:3]=[O:4])[CH2:9][CH2:10][CH2:11][CH3:12]. Procedure: The dimethyl acetal of 2-chloro-3-methoxypropionaldehyde (0.1 mole) and toluene (75 ml) are charged into a glass reaction vessel equipped with a mechanical stirrer, thermometer and reflux condenser. Pentylamine (0.22 mole) is added to the reaction mixture with stirring at room temperature. Stirring is continued for a period of about 15 minutes. After this time the reaction mixture is heated at reflux for a period of about 1 hour. The reaction mixture is then cooled to room temperature and filter... Starting materials: CC1=CC(=C(C(=C1)C(=O)C)O)[N+](=O)[O-] (2-Hydroxy-5-methyl-3-nitroacetophenone), C(C1=CC=CC=C1)OC1=C(C=O)C=CC(=C1)OCC1=CC=CC=C1 (2,4-dibenzyloxybenzaldehyde). The product is C(C1=CC=CC=C1)OC1=C(C=CC(=C1)OCC1=CC=CC=C1)/C=C/C(=O)C1=C(C(=CC(=C1)C)[N+](=O)[O-])O ((E)-3-[2,4bis(benzyloxy)phenyl]-1-(2-hydroxy-5-methyl-3-nitrophenyl)-2-propen-1-one). The yield is 42.6%. Reaction SMILES: [CH3:1][C:2]1[CH:7]=[C:6]([C:8]([CH3:10])=[O:9])[C:5]([OH:11])=[C:4]([N+:12]([O-:14])=[O:13])[CH:3]=1.[CH2:15]([O:22][C:23]1[CH:30]=[C:29]([O:31][CH2:32][C:33]2[CH:38]=[CH:37][CH:36]=[CH:35][CH:34]=2)[CH:28]=[CH:27][C:24]=1[CH:25]=O)[C:16]1[CH:21]=[CH:20][CH:19]=[CH:18][CH:17]=1>>[CH2:15]([O:22][C:23]1[CH:30]=[C:29]([O:31][CH2:32][C:33]2[CH:38]=[CH:37][CH:36]=[CH:35][CH:34]=2)[CH:28]=[CH:27][C:24]=1/[CH:25]=[CH:10]/[C:8]([C:6]1[CH:7]=[C:2]([CH3:1])[CH:3]=[C:4]([N+:12]([O-:14])=[O:13])[C:5]=1[OH:11])=[O:9])[C:16]1[CH:17]=[CH:18][CH:19]=[CH:20][CH:21]=1. Reported procedure: 2-Hydroxy-5-methyl-3-nitroacetophenone (500 mg, 2.56 mmol) and 2,4-dibenzyloxybenzaldehyde (900 mg, 2.83 mmol) were reacted according to the same procedure as Preparation 22 to give 540 mg (Yield 43%) of the title compound. Starting materials: COc1ccc(C)cc1 (substrate), Br[Mg]c1ccccc1 (effective_coupling_partner). Reagents/catalysts: PCy3. Conditions: temperature 35 celsius, time 15 hour. Yields the product Cc2ccc(c1ccccc1)cc2. Starting materials: OC(C=C)C=1C=C2C(=CN(C2=CC1)CCC)CC1=C(C=C(C(=O)OC)C=C1)OC (methyl 4-[5-(1-hydroxyallyl)-1-propylindol-3-ylmethyl]-3-methoxybenzoate), COC(C)(N(C)C)OC (N,N-dimethylacetamide dimethyl acetal). The solvent is C1(=CC=CC=C1)C (toluene). The product is CN(C(CC/C=C/C=1C=C2C(=CN(C2=CC1)CCC)CC1=C(C=C(C(=O)OC)C=C1)OC)=O)C (methyl E-4-[5-[5-(dimethylamino)-5-oxopent-1-enyl]-1-propylindol-3-ylmethyl]-3-methoxybenzoate). Yield: 76.6%. RXN SMILES: O[CH:2]([C:5]1[CH:6]=[C:7]2[C:11](=[CH:12][CH:13]=1)[N:10]([CH2:14][CH2:15][CH3:16])[CH:9]=[C:8]2[CH2:17][C:18]1[CH:27]=[CH:26][C:21]([C:22]([O:24][CH3:25])=[O:23])=[CH:20][C:19]=1[O:28][CH3:29])[CH:3]=[CH2:4].CO[C:32]([O:37]C)([N:34]([CH3:36])[CH3:35])[CH3:33]>C1(C)C=CC=CC=1>[CH3:36][N:34]([CH3:35])[C:32](=[O:37])[CH2:33][CH2:4]/[CH:3]=[CH:2]/[C:5]1[CH:6]=[C:7]2[C:11](=[CH:12][CH:13]=1)[N:10]([CH2:14][CH2:15][CH3:16])[CH:9]=[C:8]2[CH2:17][C:18]1[CH:27]=[CH:26][C:21]([C:22]([O:24][CH3:25])=[O:23])=[CH:20][C:19]=1[O:28][CH3:29]. Reported procedure: A mixture of methyl 4-[5-(1-hydroxyallyl)-1-propylindol-3-ylmethyl]-3-methoxybenzoate (0.8 g), N,N-dimethylacetamide dimethyl acetal (0.542 g, redistilled) in dry toluene (20 ml) was stirred and heated under reflux, under an atmosphere of nitrogen for 5 hr. The cooled solution was introduced directly onto a column of silica gel and the product purified by flash chromatography, eluting with ethyl acetate, to give methyl E-4-[5-[5-(dimethylamino)-5-oxopent-1-enyl]-1-propylindol-3-ylmethyl]-3-metho...